This data is from the Open Reaction Database (ORD), a public repository of structured organic reaction records. The task is: describe an organic reaction: reactants, conditions, products, and yield Reactants: CCO, COc1ccc(Cl)c(C=O)c1Cl. The product is COc1ccc(Cl)c(CO)c1Cl. As a reaction SMILES: [CH3:13][CH2:14][OH:15].[Cl:1][c:2]1[c:3]([CH:4]=[O:5])[c:6]([Cl:12])[cH:7][cH:8][c:9]1[O:10][CH3:11]>>[Cl:1][c:2]1[c:3]([CH2:4][OH:5])[c:6]([Cl:12])[cH:7][cH:8][c:9]1[O:10][CH3:11].